Dataset: the Open Reaction Database (ORD), a public repository of structured organic reaction records. Task: describe an organic reaction: reactants, conditions, products, and yield Reactants: CS(=O)(=O)C1=NC(=C(C(=N1)OC=1C=NC=CC1)C1=CC=C(C=C1)Cl)C1=C(C=C(C=C1)Cl)Cl (2-methylsulfonyl-4-(3-pyridyloxy)-5-(4-chlorophenyl)-6-(2,4-dichlorophenyl)pyrimidine), C(CCC)[Li] (n-butyl lithium), C(CCC)O (n-butanol). Product: C(CCC)OC1=NC(=C(C(=N1)OC=1C=NC=CC1)C1=CC=C(C=C1)Cl)C1=C(C=C(C=C1)Cl)Cl (2-n-butyloxy-4-(3-pyridyloxy)-5-(4-chlorophenyl)-6-(2,4-dichlorophenyl)pyrimidine). Reaction SMILES: CS([C:5]1[N:10]=[C:9]([O:11][C:12]2[CH:13]=[N:14][CH:15]=[CH:16][CH:17]=2)[C:8]([C:18]2[CH:23]=[CH:22][C:21]([Cl:24])=[CH:20][CH:19]=2)=[C:7]([C:25]2[CH:30]=[CH:29][C:28]([Cl:31])=[CH:27][C:26]=2[Cl:32])[N:6]=1)(=O)=O.C([Li])CCC.[CH2:38]([OH:42])[CH2:39][CH2:40][CH3:41]>>[CH2:38]([O:42][C:5]1[N:10]=[C:9]([O:11][C:12]2[CH:13]=[N:14][CH:15]=[CH:16][CH:17]=2)[C:8]([C:18]2[CH:23]=[CH:22][C:21]([Cl:24])=[CH:20][CH:19]=2)=[C:7]([C:25]2[CH:30]=[CH:29][C:28]([Cl:31])=[CH:27][C:26]=2[Cl:32])[N:6]=1)[CH2:39][CH2:40][CH3:41]. Procedure: 2-Methylsulfonyl-4-(3-pyridyloxy)-5-(4-chlorophenyl)-6-(2,4-dichlorophenyl)pyrimidine from Example 86 (50 mg, 0.1 mmol) with 2 equivalents each of n-butyl lithium and n-butanol by the procedure described in Reference Examples 6 and 7 to afford 2-(2-n-butyloxy-4-(3-pyridyloxy)-5-(4-chlorophenyl)-6-(2,4-dichlorophenyl)pyrimidine. HPLC/MS: m/e=500 (M++1); Rt=4.34 min. 1H-NMR 500 MHz (CDCl3): δ 0.93 (t, 3H), 1.40-1.46 (m, 2H), 1.70-1.75 (m, 2H), 4.22-4.26 (t, 2H), 7.18-7.30 (m, 7H), 7.40-7.42 (m, 1H... Starting materials: OC=1C=C2C=CC(=CC2=CC1)CN1CCC(CC1)C(=O)OCC (ethyl 1-((6-hydroxynaphthalen-2-yl)methyl)piperidine-4-carboxylate), C([O-])([O-])=O.[Cs+].[Cs+] (cesium carbonate), CS(=O)(=O)O[C@@H]1CC[C@H](CC1)CC (trans-4-ethylcyclohexyl methanesulfonate). Run in C(C)(C)(C)O.CC(CC)=O (t-butanol 2-butanone). Run at temperature 80 celsius, time 10 minute. The product is C(C)[C@H]1CC[C@H](CC1)OC=1C=C2C=CC(=CC2=CC1)CN1CCC(CC1)C(=O)OCC (ethyl 1-((6-(cis-4-ethylcyclohexyloxy)naphthalen-2-yl)methyl)piperidine-4-carboxylate). Isolated yield 47.2%. Reaction SMILES: [OH:1][C:2]1[CH:3]=[C:4]2[C:9](=[CH:10][CH:11]=1)[CH:8]=[C:7]([CH2:12][N:13]1[CH2:18][CH2:17][CH:16]([C:19]([O:21][CH2:22][CH3:23])=[O:20])[CH2:15][CH2:14]1)[CH:6]=[CH:5]2.C(=O)([O-])[O-].[Cs+].[Cs+].CS(O[C@H:35]1[CH2:40][CH2:39][C@H:38]([CH2:41][CH3:42])[CH2:37][CH2:36]1)(=O)=O>C(O)(C)(C)C.CC(=O)CC>[CH2:41]([C@@H:38]1[CH2:39][CH2:40][C@H:35]([O:1][C:2]2[CH:3]=[C:4]3[C:9](=[CH:10][CH:11]=2)[CH:8]=[C:7]([CH2:12][N:13]2[CH2:18][CH2:17][CH:16]([C:19]([O:21][CH2:22][CH3:23])=[O:20])[CH2:15][CH2:14]2)[CH:6]=[CH:5]3)[CH2:36][CH2:37]1)[CH3:42] |f:1.2.3,5.6|. Reported procedure: To a solution of ethyl 1-((6-hydroxynaphthalen-2-yl)methyl)piperidine-4-carboxylate (2.43 g, 8 mmol, 1.0 eq) in the co-solvent t-butanol/2-butanone (40 mL/20 mL) was added cesium carbonate (5.0 g, 16 mmol, 2.0 eq). The mixture was stirred at 80° C. for 10 min and then trans-4-ethylcyclohexyl methanesulfonate (3.2 g, 16 mmol, 2.0 eq) was introduced. The suspension was stirred at 80° C. under N2 for 15 h. Then the reaction mixture was concentrated and the residue was purified by silica gel column ... Reactants: O=S1CC2=C(C(C3=C1C=CC=C3)=CC=3C=C(C=CC3)NS(=O)(=O)C)C=CC=C2 (N-[3-(10-oxo-10,11-dihydro-10λ4-thia-dibenzo[a,d]cyclohepten-5-ylidenemethyl)-phenyl]-methanesulfonamide), C(C)(C)(C)OOC(C)(C)C (t-butylperoxide). Solvent: C(Cl)Cl (methylene chloride). Conditions: time 8 hour. Yields the product O=S1(CC2=C(C(C3=C1C=CC=C3)=CC=3C=C(C=CC3)NS(=O)(=O)C)C=CC=C2)=O (N-[3-(10,10-Dioxo-10,11-dihydro-10λ6-thia-dibenzo[a,d]cyclohepten-5-ylidenemethyl)-phenyl]-Methanesulfonamide). Yield: 29.3%. As a reaction SMILES: [O:1]=[S:2]1[C:8]2[CH:9]=[CH:10][CH:11]=[CH:12][C:7]=2[C:6](=[CH:13][C:14]2[CH:15]=[C:16]([NH:20][S:21]([CH3:24])(=[O:23])=[O:22])[CH:17]=[CH:18][CH:19]=2)[C:5]2[CH:25]=[CH:26][CH:27]=[CH:28][C:4]=2[CH2:3]1.C([O:33]OC(C)(C)C)(C)(C)C>C(Cl)Cl>[O:1]=[S:2]1(=[O:33])[C:8]2[CH:9]=[CH:10][CH:11]=[CH:12][C:7]=2[C:6](=[CH:13][C:14]2[CH:15]=[C:16]([NH:20][S:21]([CH3:24])(=[O:23])=[O:22])[CH:17]=[CH:18][CH:19]=2)[C:5]2[CH:25]=[CH:26][CH:27]=[CH:28][C:4]=2[CH2:3]1. Reported procedure: Dissolve N-[3-(10-oxo-10,11-dihydro-10λ4-thia-dibenzo[a,d]cyclohepten-5-ylidenemethyl)-phenyl]-methanesulfonamide (35 mg, 0.085 mmol) in 5 mL of methylene chloride at ambient temperature. Add 300 mg of silica gel followed by t-butylperoxide (0.012 mL, 0.085 mmol). Stir overnight, filter and evaporate. Recrystallize from 1:1 ether:pentane to obtain 10.6 mg of the product as a yellow solid. 1H N (CDCl3) δ8.91 (b, 1H), 7.85 (m, 1H), 7.57 (m, 1H), 7.55 (m, 1H), 7.35 (m, 1H), 7.25-7.15 (m, 2H), 7.10 ... The reactants are Cl (HCl), FC1=CC=C(C=C1)C(CC1=CC=C(C(=O)O)C=C1)=O (4-[2-(4-fluorophenyl)-2-oxoethyl]benzoic acid), C(C)NCC (diethylamine), O=C1OCCN1P(=O)(N1C(OCC1)=O)Cl (bis(2-oxo-3-oxazolidinyl)-phosphinic chloride). The solvent is ClCCl (dichloromethane), C(C)N(CC)CC (triethylamine). Reaction conditions: time 3 hour. Yields the product C(C)N(C(C1=CC=C(C=C1)CC(=O)C1=CC=C(C=C1)F)=O)CC (N,N,-diethyl-4-[2-(4-fluorophenyl)-2-oxoethyl]benzamide). RXN SMILES: [F:1][C:2]1[CH:7]=[CH:6][C:5]([C:8](=[O:19])[CH2:9][C:10]2[CH:18]=[CH:17][C:13]([C:14]([OH:16])=O)=[CH:12][CH:11]=2)=[CH:4][CH:3]=1.[CH2:20]([NH:22][CH2:23][CH3:24])[CH3:21].O=C1N(P(Cl)(N2CCOC2=O)=O)CCO1.Cl>ClCCl.C(N(CC)CC)C>[CH2:20]([N:22]([CH2:23][CH3:24])[C:14](=[O:16])[C:13]1[CH:12]=[CH:11][C:10]([CH2:9][C:8]([C:5]2[CH:4]=[CH:3][C:2]([F:1])=[CH:7][CH:6]=2)=[O:19])=[CH:18][CH:17]=1)[CH3:21]. Procedure: To a solution of 4-[2-(4-fluorophenyl)-2-oxoethyl]benzoic acid (0.560 g, 2.17 mmol, Example 3, Step 1), triethylamine (0.620 ml), and diethylamine (0.230 ml) in dichloromethane (5 ml) at room temperature was added bis(2-oxo-3-oxazolidinyl)-phosphinic chloride (0.560 g). After 3 hours, HCl 1M (10 ml) was added and the product was extracted with dichloromethane (10 ml). The organic phase was washed with brine, dried over sodium sulfate, filtered and evaporated to dryness. The residue was purified ... Starting materials: C(=O)(O)C12CCC(CC1)(CC2)NCC(=O)N2[C@@H](C[C@@H](C2)F)C#N ((2S,4S)-1-[[N-(4-carboxybicyclo[2.2.2]oct-1-yl)amino]acetyl]-4-fluoropyrrolidine-2-carbonitrile), C(CC(C)C)N (isoamylamine). Product: F[C@H]1C[C@H](N(C1)C(CNC12CCC(CC1)(CC2)C(=O)NCCC(C)C)=O)C#N ((2S,4S)-4-fluoro-1-[[N-[4-[N-(3-methylbutyl)amino]carbonylbicyclo[2.2.2]oct-1-yl]amino]acetyl]pyrrolidine-2-carbonitrile). Reaction SMILES: [C:1]([C:4]12[CH2:11][CH2:10][C:7]([NH:12][CH2:13][C:14]([N:16]3[CH2:20][C@@H:19]([F:21])[CH2:18][C@H:17]3[C:22]#[N:23])=[O:15])([CH2:8][CH2:9]1)[CH2:6][CH2:5]2)([OH:3])=O.[CH2:24]([NH2:29])[CH2:25][CH:26]([CH3:28])[CH3:27]>>[F:21][C@@H:19]1[CH2:20][N:16]([C:14](=[O:15])[CH2:13][NH:12][C:7]23[CH2:6][CH2:5][C:4]([C:1]([NH:29][CH2:24][CH2:25][CH:26]([CH3:28])[CH3:27])=[O:3])([CH2:11][CH2:10]2)[CH2:9][CH2:8]3)[C@H:17]([C:22]#[N:23])[CH2:18]1. Reported procedure: In a similar manner to Example 87, (2S,4S)-1-[[N-(4-carboxybicyclo[2.2.2]oct-1-yl)amino]acetyl]-4-fluoropyrrolidine-2-carbonitrile (50.0 mg) and isoamylamine (39.5 μL) were used to obtain (2S,4S)-4-fluoro-1-[[N-[4-[N-(3-methylbutyl)amino]carbonylbicyclo[2.2.2]oct-1-yl]amino]acetyl]pyrrolidine-2-carbonitrile (22.3 mg).